The task is: describe an organic reaction: reactants, conditions, products, and yield. This data is from the Open Reaction Database (ORD), a public repository of structured organic reaction records. RXN SMILES: [OH-].[Li+].[CH3:3][C:4]1[O:8][C:7]([C:9]2[CH:10]=[N:11][CH:12]=[CH:13][CH:14]=2)=[N:6][C:5]=1[CH2:15][C:16]([OH:18])=[O:17].[OH-].[Na+]>C(O)C>[CH3:3][C:4]1[O:8][C:7]([C:9]2[CH:10]=[N:11][CH:12]=[CH:13][CH:14]=2)=[N:6][C:5]=1[CH2:15][C:16]([OH:18])=[O:17] |f:0.1.2,3.4|. The solvent is C(C)O (Ethanol). Product: CC1=C(N=C(O1)C=1C=NC=CC1)CC(=O)O ((5-Methyl-2-pyridin-3-yl-1,3-oxazol4-yl)acetic acid). Procedure details: (5-Methyl-2-pyridin-3-yl-1,3-oxazol4-yl)acetic acid lithium hydroxide (12 mg) added. The mixture was stirred at 22° C. for 17 h and heated at 60° C. for 2 h. Ethanol (3 ml) and 2N aqueous sodium hydroxide (1 ml) were added, and stirring was continued at 22° C. for 2 h. The mixture was applied to a sulphonic acid ion exchange cartridge (10 g Isolute SCX) and eluted with methanol followed by 10% triethylamine in methanol. Evaporation of the triethylamine containing fraction gave the title compound... Reaction conditions: temperature 22 celsius, time 17 hour. The reactants are [OH-].[Li+].CC1=C(N=C(O1)C=1C=NC=CC1)CC(=O)O ((5-Methyl-2-pyridin-3-yl-1,3-oxazol4-yl)acetic acid lithium hydroxide), [OH-].[Na+] (sodium hydroxide), sulphonic acid. Yield: 425.4%. Starting materials: C(C1=CC=CC=C1)N(CCC1CCN(CC1)C1=NC(=NC(=C1)C)C)CC1=CC=CC=C1 (N,N-dibenzyl-2-(1-(2,6-dimethylpyrimidin-4-yl)piperidin-4-yl)ethanamine). Reagents/catalysts: [OH-].[OH-].[Pd+2] (Pd(OH)2). The solvent is CO (MeOH). Run at time 12 hour. The product is CC1=NC(=CC(=N1)N1CCC(CC1)CCN)C (2-(1-(2,6-Dimethylpyrimidin-4-yl)piperidin-4-yl)ethanamine). Yield: 66.0%. As a reaction SMILES: C([N:8](CC1C=CC=CC=1)[CH2:9][CH2:10][CH:11]1[CH2:16][CH2:15][N:14]([C:17]2[CH:22]=[C:21]([CH3:23])[N:20]=[C:19]([CH3:24])[N:18]=2)[CH2:13][CH2:12]1)C1C=CC=CC=1>CO.[OH-].[OH-].[Pd+2]>[CH3:24][C:19]1[N:18]=[C:17]([N:14]2[CH2:13][CH2:12][CH:11]([CH2:10][CH2:9][NH2:8])[CH2:16][CH2:15]2)[CH:22]=[C:21]([CH3:23])[N:20]=1 |f:2.3.4|. Procedure: A solution of N,N-dibenzyl-2-(1-(2,6-dimethylpyrimidin-4-yl)piperidin-4-yl)ethanamine (700 mg, 1.691 mmol, 1.0 eq) in MeOH (10 ml) was degassed for 30 minutes with nitrogen; 10% Pd(OH)2 (420 mg) was added and hydrogenation was carried out for 12 hours at RT. After monitoring by TLC, the reaction mixture was filtered off over Celite and washed with MeOH (100 ml). The filtrate was concentrated under reduced pressure and dried. Yield: 66% (260 mg, 1.11 mmol) The reactants are FC1=CC=C(C=C1)N1N=CC2=CC(=CC=C12)O[C@@H]([C@H](C)N)C1=CC(=CC=C1)OC ((1R,2S)-1-{[1-(4-fluorophenyl)-1H-indazol-5-yl]oxy}-1-(3-methoxyphenyl)propan-2-amine), C(#N)C=1C=C(SC1)C(=O)O (4-cyanothiophene-2-carboxylic acid). Product: C(#N)C=1C=C(SC1)C(=O)N[C@H]([C@@H](C1=CC(=CC=C1)OC)OC=1C=C2C=NN(C2=CC1)C1=CC=C(C=C1)F)C (4-cyano-N-[(1R,2S)-1-[1-(4-fluorophenyl)indazol-5-yl]oxy-1-(3-methoxyphenyl)propan-2-yl]thiophene-2-carboxamide). RXN SMILES: [F:1][C:2]1[CH:7]=[CH:6][C:5]([N:8]2[C:16]3[C:11](=[CH:12][C:13]([O:17][C@H:18]([C:22]4[CH:27]=[CH:26][CH:25]=[C:24]([O:28][CH3:29])[CH:23]=4)[C@@H:19]([NH2:21])[CH3:20])=[CH:14][CH:15]=3)[CH:10]=[N:9]2)=[CH:4][CH:3]=1.[C:30]([C:32]1[CH:33]=[C:34]([C:37](O)=[O:38])[S:35][CH:36]=1)#[N:31]>>[C:30]([C:32]1[CH:33]=[C:34]([C:37]([NH:21][C@@H:19]([CH3:20])[C@H:18]([O:17][C:13]2[CH:12]=[C:11]3[C:16](=[CH:15][CH:14]=2)[N:8]([C:5]2[CH:4]=[CH:3][C:2]([F:1])=[CH:7][CH:6]=2)[N:9]=[CH:10]3)[C:22]2[CH:27]=[CH:26][CH:25]=[C:24]([O:28][CH3:29])[CH:23]=2)=[O:38])[S:35][CH:36]=1)#[N:31]. Procedure: Prepared as described in Example 269 from (1R,2S)-1-(1-(4-fluorophenyl)-1H-indazol-5-yloxy)-1-(3-methoxyphenyl)propan-2-amine (6a, 70 mg, 0.18 mmol) and 4-cyanothiophene-2-carboxylic acid (32.9 mg, 0.21 mmol).